Dataset: the Open Reaction Database (ORD), a public repository of structured organic reaction records. Task: describe an organic reaction: reactants, conditions, products, and yield Starting materials: O (Water), N1C=NC=C1 (Imidazole), C(C)(C)(C)[Si](Cl)(C)C (tert-butyl dimethylchlorosilane), S1C(=CC2=C1C=CC=C2)C(O)C2=C(C=CC(=C2)Br)Cl (1-benzothien-2-yl(5-bromo-2-chlorophenyl)methanol). Run in CN(C=O)C (dimethylformamide). Conditions: temperature 70 celsius, time 3 hour. Product: S1C(=CC2=C1C=CC=C2)C(O[Si](C)(C)C(C)(C)C)C2=C(C=CC(=C2)Br)Cl ([1-benzothien-2-yl(5-bromo-2-chloro phenyl)methoxy](tert-butyl) dimethylsilane). As a reaction SMILES: N1C=CN=C1.[C:6]([Si:10]([CH3:13])([CH3:12])Cl)([CH3:9])([CH3:8])[CH3:7].[S:14]1[C:18]2[CH:19]=[CH:20][CH:21]=[CH:22][C:17]=2[CH:16]=[C:15]1[CH:23]([C:25]1[CH:30]=[C:29]([Br:31])[CH:28]=[CH:27][C:26]=1[Cl:32])[OH:24].O>CN(C)C=O>[S:14]1[C:18]2[CH:19]=[CH:20][CH:21]=[CH:22][C:17]=2[CH:16]=[C:15]1[CH:23]([C:25]1[CH:30]=[C:29]([Br:31])[CH:28]=[CH:27][C:26]=1[Cl:32])[O:24][Si:10]([C:6]([CH3:9])([CH3:8])[CH3:7])([CH3:13])[CH3:12]. Reported procedure: Benzo[b]thiophene (1.12 g) was dissolved in tetrahydrofuran (50 ml). This solution was cooled to −78° C., and a solution of 1.58 M hexane (10.5 ml) of n-butyllithium was added dropwise to the solution, and the mixture was stirred for 15 minutes at −78° C. Then, 5-chloro-2-bromobenzaldehyde (3.15 g) dissolved in tetrahydrofuran (50 ml) was added dropwise to the reaction mixture, and the mixture was stirred for two hours at room temperature. Aqueous solution of saturated ammonium chloride was adde...